From a dataset of the Open Reaction Database (ORD), a public repository of structured organic reaction records. describe an organic reaction: reactants, conditions, products, and yield The reactants are ClC=1C=C(C=C2C=CC=NC12)O (8-Chloro-6-hydroxyquinoline), C(=O)([O-])[O-].[K+].[K+] (K2CO3), O (Water), IC (iodomethane). The solvent is CN(C=O)C (dimethylformamide). Reaction conditions: time 8 hour. Product: ClC=1C=C(C=C2C=CC=NC12)OC (8-Chloro-6-methoxyquinoline). Isolated yield 61.8%. Reaction SMILES: [Cl:1][C:2]1[CH:3]=[C:4]([OH:12])[CH:5]=[C:6]2[C:11]=1[N:10]=[CH:9][CH:8]=[CH:7]2.[C:13]([O-])([O-])=O.[K+].[K+].IC.O>CN(C)C=O>[Cl:1][C:2]1[CH:3]=[C:4]([O:12][CH3:13])[CH:5]=[C:6]2[C:11]=1[N:10]=[CH:9][CH:8]=[CH:7]2 |f:1.2.3|. Procedure details: To a solution of 3.3 g of 8-chloro-6-hydroxyquinoline (Step 1, 3.3 g) in dimethylformamide was added K2CO3 (3.8 g), followed by iodomethane (5.2 g). The mixture was stirred at room temperature overnight. Water was then added and the aqueous mixture was extracted with CH2Cl2. The combined organic layers were dried over anhydrous MgSO4, filtered and concentrated on a rotary evaporator. The crude product was purified by flash chromatography on silica gel using 100% CH2Cl2, to give 2.2 g of the desi... The reactants are N1=CC=CC=C1 (Pyridine), ClC1=NC(=C(N=C1Cl)C#N)C#N (2,3-dichloro-5,6-dicyanopyrazine), CC1=CC(=CC=C1)S (m-thiocresol). Run in ClCCCl (1,2-dichloroethane). Conditions: time 15 minute. Yields the product ClC=1N=C(C(=NC1SC1=CC(=CC=C1)C)C#N)C#N (5-Chloro-6-[(3-methylphenyl)thio]-2,3-pyrazinedicarbonitrile). RXN SMILES: N1C=CC=CC=1.Cl[C:8]1[C:13]([Cl:14])=[N:12][C:11]([C:15]#[N:16])=[C:10]([C:17]#[N:18])[N:9]=1.[CH3:19][C:20]1[CH:25]=[CH:24][CH:23]=[C:22]([SH:26])[CH:21]=1>ClCCCl>[Cl:14][C:13]1[N:12]=[C:11]([C:15]#[N:16])[C:10]([C:17]#[N:18])=[N:9][C:8]=1[S:26][C:22]1[CH:23]=[CH:24][CH:25]=[C:20]([CH3:19])[CH:21]=1. Procedure: Pyridine (2.37 g) was mixed rapidly with a solution of 6.00 g of 2,3-dichloro-5,6-dicyanopyrazine in 240 ml of 1,2-dichloroethane. After 15 minutes the well stirred mixture, protected from moisture, was cooled to -30° and 3.72 g of m-thiocresol was added in one portion. The temperature was maintained at -30° for 0.5 hour and then was allowed to return to ambient over the course of 2 hours. The mixture was then washed with water to remove pyridine hydrochloride, dried over MgSO4, and concentrated... Reactants: BrC=1N=C2N(N=C(C3=C(C2)C=C2C(=C3)OCO2)C2=CC=CC=C2)C1C (9-bromo-8-methyl-5-phenyl-11H-1,3-dioxolo[4,5-h]imidazo[1,2-c][2,3]benzodiazepine), C(CCC)[Li] (butyllithium), O (water), CN(C=O)C (dimethylformamide). Solvent: O1CCCC1 (tetrahydrofuran). Conditions: time 15 minute. Yields the product C(=O)C=1N=C2N(N=C(C3=C(C2)C=C2C(=C3)OCO2)C2=CC=CC=C2)C1C (9-formyl-8-methyl-5-phenyl-11H-1,3-dioxolo[4,5-h]imidazo[1,2-c][2,3]benzodiazepine). As a reaction SMILES: Br[C:2]1[N:3]=[C:4]2[CH2:10][C:9]3[CH:11]=[C:12]4[O:17][CH2:16][O:15][C:13]4=[CH:14][C:8]=3[C:7]([C:18]3[CH:23]=[CH:22][CH:21]=[CH:20][CH:19]=3)=[N:6][N:5]2[C:24]=1[CH3:25].C([Li])CCC.CN(C)[CH:33]=[O:34].O>O1CCCC1>[CH:33]([C:2]1[N:3]=[C:4]2[CH2:10][C:9]3[CH:11]=[C:12]4[O:17][CH2:16][O:15][C:13]4=[CH:14][C:8]=3[C:7]([C:18]3[CH:23]=[CH:22][CH:21]=[CH:20][CH:19]=3)=[N:6][N:5]2[C:24]=1[CH3:25])=[O:34]. Procedure: 120 mg of 9-bromo-8-methyl-5-phenyl-11H-1,3-dioxolo[4,5-h]imidazo[1,2-c][2,3]benzodiazepine is mixed in 15 ml of tetrahydrofuran at −78° C. with 0.36 ml of butyllithium (hexane, 1 mol) and stirred for 15 minutes. It is then mixed at this temperature with 0.6 ml of dimethylformamide and stirred for 15 minutes. After stirring to room temperature, it is mixed with water, the tetrahydrofuran is distilled off and extracted with ethyl acetate. After the solvent is distilled off, it is chromatographed ... Starting materials: ClCCl, CN1CCOCC1, CC(COc1ccc(Cl)cn1)NC(=O)C(N)C(C)C, CC(C)OC(=O)Cl, Cl, O. The product is CC(COc1ccc(Cl)cn1)NC(=O)C(NC(=O)OC(C)C)C(C)C. Reaction SMILES: [CH2:36]([Cl:37])[Cl:38].[CH3:1][N:2]1[CH2:3][CH2:4][O:5][CH2:6][CH2:7]1.[Cl:16][c:17]1[cH:18][cH:19][c:20]([O:23][CH2:24][CH:25]([CH3:26])[NH:27][C:28]([CH:29]([NH2:30])[CH:31]([CH3:32])[CH3:33])=[O:34])[n:21][cH:22]1.[Cl:8][C:9](=[O:10])[O:11][CH:12]([CH3:13])[CH3:14].[ClH:15].[OH2:35]>>[C:9](=[O:10])([O:11][CH:12]([CH3:13])[CH3:14])[NH:30][CH:29]([C:28]([NH:27][CH:25]([CH2:24][O:23][c:20]1[cH:19][cH:18][c:17]([Cl:16])[cH:22][n:21]1)[CH3:26])=[O:34])[CH:31]([CH3:32])[CH3:33]. Reactants: C(C)(=O)NC1=CN=C(N(C1=O)CC(=O)NC(C(C(F)(F)F)O[Si](C)(C)C(C)(C)C)C(C)C)C1=CC=CC=C1 (2-(5-acetamido-6-oxo-2-phenyl-1,6-dihydro-1-pyrimidinyl)-N-(2-tert-butyldimethylsilyloxy-3,3,3-trifluoro-1-isopropylpropyl)acetamide), [F-].C(CCC)[N+](CCCC)(CCCC)CCCC (tetrabutylammonium fluoride), [Cl-].[NH4+] (ammonium chloride). The solvent is O1CCCC1 (tetrahydrofuran). Reaction conditions: time 5 minute. Product: C(C)(=O)NC1=CN=C(N(C1=O)CC(=O)NC(C(C(F)(F)F)O)C(C)C)C1=CC=CC=C1 (2-(5-acetamido-6-oxo-2-phenyl-1,6-dihydro-1-pyrimidinyl)-N-(3,3,3-trifluoro-1-isopropyl-2-hydroxypropyl)acetamide). Yield: 87.9%. As a reaction SMILES: [C:1]([NH:4][C:5]1[C:10](=[O:11])[N:9]([CH2:12][C:13]([NH:15][CH:16]([CH:30]([CH3:32])[CH3:31])[CH:17]([O:22][Si](C(C)(C)C)(C)C)[C:18]([F:21])([F:20])[F:19])=[O:14])[C:8]([C:33]2[CH:38]=[CH:37][CH:36]=[CH:35][CH:34]=2)=[N:7][CH:6]=1)(=[O:3])[CH3:2].[F-].C([N+](CCCC)(CCCC)CCCC)CCC.[Cl-].[NH4+]>O1CCCC1>[C:1]([NH:4][C:5]1[C:10](=[O:11])[N:9]([CH2:12][C:13]([NH:15][CH:16]([CH:30]([CH3:31])[CH3:32])[CH:17]([OH:22])[C:18]([F:20])([F:21])[F:19])=[O:14])[C:8]([C:33]2[CH:38]=[CH:37][CH:36]=[CH:35][CH:34]=2)=[N:7][CH:6]=1)(=[O:3])[CH3:2] |f:1.2,3.4|. Reported procedure: To a solution of 2-(5-acetamido-6-oxo-2-phenyl-1,6-dihydro-1-pyrimidinyl)-N-(2-tert-butyldimethylsilyloxy-3,3,3-trifluoro-1-isopropylpropyl)acetamide (0.86 g) in tetrahydrofuran (15 mL) at 0° C. was added tetrabutylammonium fluoride (1.95 mL, 1M in tetrahydrofuran) and the resulting solution was allowed to stir for 5 min. The mixture was poured into saturated aqueous ammonium chloride and the product extracted into ethyl acetate. The organic solution was washed (water), dried, and evaporated. Th... The reactants are C1CCCCC1, CN(C)CCN(C)C, CCCCCC, [Li]C(C)CC, O=C(C1CCCCC1)C1CCCCC1, [Cl-], [NH4+], C1CCOC1, CC(C)(C)OC(=O)N1CCN(C(c2ccccc2)(c2ccccc2)c2ccccc2)CC1. Product: O=C1OC(C2CCCCC2)(C2CCCCC2)C2CN(C(c3ccccc3)(c3ccccc3)c3ccccc3)CCN12. As a reaction SMILES: [CH2:46]1[CH2:47][CH2:48][CH2:49][CH2:50][CH2:51]1.[CH3:33][N:34]([CH3:35])[CH2:36][CH2:37][N:38]([CH3:39])[CH3:40].[CH3:73][CH2:74][CH2:75][CH2:76][CH2:77][CH3:78].[CH:41]([Li:42])([CH2:43][CH3:44])[CH3:45].[CH:52]1([C:58](=[O:59])[CH:60]2[CH2:61][CH2:62][CH2:63][CH2:64][CH2:65]2)[CH2:53][CH2:54][CH2:55][CH2:56][CH2:57]1.[Cl-:66].[NH4+:67].[O:68]1[CH2:69][CH2:70][CH2:71][CH2:72]1.[c:1]1([C:7]([N:8]2[CH2:9][CH2:10][N:11]([C:14](=[O:15])[O:16][C:17]([CH3:18])([CH3:19])[CH3:20])[CH2:12][CH2:13]2)([c:21]2[cH:22][cH:23][cH:24][cH:25][cH:26]2)[c:27]2[cH:28][cH:29][cH:30][cH:31][cH:32]2)[cH:2][cH:3][cH:4][cH:5][cH:6]1>>[c:1]1([C:7]([N:8]2[CH2:9][CH:10]3[N:11]([CH2:12][CH2:13]2)[C:14](=[O:15])[O:59][C:58]3([CH:52]2[CH2:53][CH2:54][CH2:55][CH2:56][CH2:57]2)[CH:60]2[CH2:61][CH2:62][CH2:63][CH2:64][CH2:65]2)([c:21]2[cH:22][cH:23][cH:24][cH:25][cH:26]2)[c:27]2[cH:28][cH:29][cH:30][cH:31][cH:32]2)[cH:2][cH:3][cH:4][cH:5][cH:6]1.